From a dataset of the Open Reaction Database (ORD), a public repository of structured organic reaction records. describe an organic reaction: reactants, conditions, products, and yield Product: CC1(c2cc([N+](=O)[O-])ccc2F)COC(C)(C(F)(F)F)C(N)=N1. As a reaction SMILES: [F:1][c:2]1[c:3]([C:8]2([CH3:20])[N:9]=[C:10]([NH2:19])[C:11]([C:14]([F:15])([F:16])[F:17])([CH3:18])[O:12][CH2:13]2)[cH:4][cH:5][cH:6][cH:7]1.[K+:25].[K+:26].[K+:27].[N+:21](=[O:22])([O-:23])[O-:24].[O-:28][C:29]([O-:30])=[O:31].[OH2:37].[S:32](=[O:33])(=[O:34])([OH:35])[OH:36]>>[F:1][c:2]1[c:3]([C:8]2([CH3:20])[N:9]=[C:10]([NH2:19])[C:11]([C:14]([F:15])([F:16])[F:17])([CH3:18])[O:12][CH2:13]2)[cH:4][c:5]([N+:21](=[O:22])[O-:23])[cH:6][cH:7]1. Starting materials: CC1(c2ccccc2F)COC(C)(C(F)(F)F)C(N)=N1, [K+], [K+], [K+], O=[N+]([O-])[O-], O=C([O-])[O-], O, O=S(=O)(O)O. The reactants are Cl.CN(CCCN=C=NCC)C (1-(3-dimethylaminopropyl)-3-ethylcarbodiimide hydrochloride), Cl.NCC1=C2C(N(C(C2=CC=C1)=O)C1C(NC(CC1)=O)=O)=O (4-aminomethyl-2-(2,6-dioxo-piperidin-3-yl)-isoindole-1,3-dione hydrochloride), FC1=CC=C(C=C1)CC(=O)O (4-fluorophenylacetic acid), N12CCCCCC2=NCCC1 (1,8-diazabicyclo[5.4.0]undec-7-ene). The solvent is CC#N (CH3CN). Run at time 10 minute. Yields the product O=C1NC(CCC1N1C(C2=CC=CC(=C2C1=O)CNC(CC1=CC=C(C=C1)F)=O)=O)=O (N-[2-(2,6-dioxo-piperidin-3-yl)-1,3-dioxo-2,3-dihydro-1H-isoindol-4-ylmethyl]-2-(4-fluoro-phenyl)-acetamide). The yield is 68.7%. As a reaction SMILES: Cl.[NH2:2][CH2:3][C:4]1[CH:12]=[CH:11][CH:10]=[C:9]2[C:5]=1[C:6](=[O:22])[N:7]([CH:14]1[CH2:19][CH2:18][C:17](=[O:20])[NH:16][C:15]1=[O:21])[C:8]2=[O:13].N12CCCN=C1CCCCC2.[F:34][C:35]1[CH:40]=[CH:39][C:38]([CH2:41][C:42](O)=[O:43])=[CH:37][CH:36]=1.Cl.CN(C)CCCN=C=NCC>CC#N>[O:21]=[C:15]1[CH:14]([N:7]2[C:6](=[O:22])[C:5]3[C:9](=[CH:10][CH:11]=[CH:12][C:4]=3[CH2:3][NH:2][C:42](=[O:43])[CH2:41][C:38]3[CH:39]=[CH:40][C:35]([F:34])=[CH:36][CH:37]=3)[C:8]2=[O:13])[CH2:19][CH2:18][C:17](=[O:20])[NH:16]1 |f:0.1,4.5|. Procedure: To a stirred suspension of 4-aminomethyl-2-(2,6-dioxo-piperidin-3-yl)-isoindole-1,3-dione hydrochloride (0.70 g, 2.2 mmol) in CH3CN (60 ml), was added 1,8-diazabicyclo[5.4.0]undec-7-ene (0.82 g, 5.4 mmol). After stirring for 10 minutes, 1-hydroxybenzenetriazole (0.35 g, 2.6 mmol) and 4-fluorophenylacetic acid (0.37 g, 2.4 mmol) were added, followed by 1-(3-dimethylaminopropyl)-3-ethylcarbodiimide hydrochloride (0.62 g, 3.2 mmol). After stirring at room temperature overnight and was then concentr... The reactants are C(C)(=O)N(N1C(NC2=CC(=C(C=C2C1=O)CNC(C)=O)C(F)(F)F)=O)S(=O)(=O)C (N-[3-(acetyl-methanesulfonyl-amino)-2,4-dioxo-7-trifluoromethyl-1,2,3,4-tetrahydro-quinazolin-6-ylmethyl]-acetamide). Solvent: Cl (HCl). The product is CS(=O)(=O)NN1C(NC2=CC(=C(C=C2C1=O)CNC(C)=O)C(F)(F)F)=O (N-(3-methanesulfonylamino-2,4-dioxo-7-trifluoromethyl-1,2,3,4-tetrahydro-quinazolin-6-ylmethyl)-acetamide). Yield: 8.0%. RXN SMILES: C([N:4]([S:26]([CH3:29])(=[O:28])=[O:27])[N:5]1[C:14](=[O:15])[C:13]2[C:8](=[CH:9][C:10]([C:21]([F:24])([F:23])[F:22])=[C:11]([CH2:16][NH:17][C:18](=[O:20])[CH3:19])[CH:12]=2)[NH:7][C:6]1=[O:25])(=O)C>Cl>[CH3:29][S:26]([NH:4][N:5]1[C:14](=[O:15])[C:13]2[C:8](=[CH:9][C:10]([C:21]([F:22])([F:24])[F:23])=[C:11]([CH2:16][NH:17][C:18](=[O:20])[CH3:19])[CH:12]=2)[NH:7][C:6]1=[O:25])(=[O:28])=[O:27]. Procedure details: A solution of N-[3-(acetyl-methanesulfonyl-amino)-2,4-dioxo-7-trifluoromethyl-1,2,3,4-tetrahydro-quinazolin-6-ylmethyl]-acetamide (305 mg, 0.70 mmol) in 2M aq HCl (5 mL) was stirred at 80° C. for 1 d. Subsequently, the solvent was evaporated and the crude product was purified by preparative thin-layer chromatography (DCM/MeOH 8/2) to yield N-(3-methanesulfonylamino-2,4-dioxo-7-trifluoromethyl-1,2,3,4-tetrahydro-quinazolin-6-ylmethyl)-acetamide (22 mg, 0.056 mmol, 8%) as a light beige solid. 1H-N... Reaction SMILES: [C:8](=[O:9])([O-:10])[O-:11].[CH2:14]([CH2:15][CH2:16][CH3:17])[Br:18].[CH3:19][C:20]#[N:21].[K+:12].[K+:13].[NH:1]1[CH:2]([CH2:6][OH:7])[CH2:3][CH2:4][CH2:5]1>>[N:1]1([CH2:14][CH2:15][CH2:16][CH3:17])[CH:2]([CH2:6][OH:7])[CH2:3][CH2:4][CH2:5]1. Reactants: O=C([O-])[O-], CCCCBr, CC#N, [K+], [K+], OCC1CCCN1. Product: CCCCN1CCCC1CO. Starting materials: ClC=1C=C(N)C=C(C1OC)Cl (3,5-dichloro-4-methoxyaniline), Cl.ClCCNCCCl (bis-(2-chloroethyl)amine hydrochloride), C([O-])([O-])=O.[K+].[K+] (potassium carbonate). Solvent: C(CCC)O (n-butanol). The product is Cl.ClC=1C=C(C=C(C1OC)Cl)N1CCNCC1 (1-(3,5-dichloro-4-methoxyphenyl)piperazine hydrochloride). The yield is 29.8%. Reaction SMILES: [Cl:1][C:2]1[CH:3]=[C:4]([CH:6]=[C:7]([Cl:11])[C:8]=1[O:9][CH3:10])[NH2:5].Cl.Cl[CH2:14][CH2:15][NH:16][CH2:17][CH2:18]Cl.C(=O)([O-])[O-].[K+].[K+]>C(O)CCC>[ClH:1].[Cl:1][C:2]1[CH:3]=[C:4]([N:5]2[CH2:18][CH2:17][NH:16][CH2:15][CH2:14]2)[CH:6]=[C:7]([Cl:11])[C:8]=1[O:9][CH3:10] |f:1.2,3.4.5,7.8|. Reported procedure: A mixture of 3,5-dichloro-4-methoxyaniline (16.0g) and bis-(2-chloroethyl)amine hydrochloride (14.77g) in n-butanol (100 ml) was stirred under reflux for 48 hr. Anhydrous potassium carbonate (11.45g) was added and the resulting mixture was stirred under reflux for a further 24 hr., then filtered hot. The solid which precipitated on cooling was crystallised from ethanol-ether to give 1-(3,5-dichloro-4-methoxyphenyl)piperazine hydrochloride (3.7g) m.p. 252°-255°. Reactants: Cl.N1=C(C=CC=C1)CCl (2-picolyl chloride, hydrochloride), ClC1=CC=C(C=C1)S (4-Chlorobenzenethiol), [OH-].[Na+] (sodium hydroxide). The solvent is C(C)O (ethanol), C(C)O (ethanol), C(C)O (ethanol). Conditions: time 6 hour. Yields the product Cl.ClC1=CC=C(C=C1)SCC1=NC=CC=C1 (2-(((4-chlorophenyl)thio)methyl)pyridine, hydrochloride). The yield is 170.0%. Reaction SMILES: [Cl:1][C:2]1[CH:7]=[CH:6][C:5]([SH:8])=[CH:4][CH:3]=1.[OH-].[Na+].Cl.[N:12]1[CH:17]=[CH:16][CH:15]=[CH:14][C:13]=1[CH2:18]Cl>C(O)C>[ClH:1].[Cl:1][C:2]1[CH:7]=[CH:6][C:5]([S:8][CH2:18][C:13]2[CH:14]=[CH:15][CH:16]=[CH:17][N:12]=2)=[CH:4][CH:3]=1 |f:1.2,3.4,6.7|. Procedure: 4-Chlorobenzenethiol (5 g) in warm ethanol (5 ml) was added to a solution of sodium hydroxide (2.8 g) in ethanol (50 ml). To the solution was added a solution of 2-picolyl chloride, hydrochloride (5.7 g) in ethanol (25 ml) and the mixture was stirred at ambient temperature for 6 hours. The mixture was filtered and evaporated and the residue was converted into the hydrochloride with ethereal HCl solution and this was recrystallised from ethanol-ether to give 2-(((4-chlorophenyl)thio)methyl)pyridi... The reactants are N1N=CC=C1 (pyrazole), Cl.Cl.N(N)C1=NC=CC=C1 (2-hydrazinopyridine dihydrochloride), NC1=CC(=NN1C(=O)OC(C)(C)C)C(=O)OC (5-Amino-1-tert-butoxycarbonyl-3-methoxycarbonylpyrazole), C(C)OC(=O)C1=NN(C(=C1C)N)C1=NC=CC=C1 (5-amino-4-methyl-1-pyridin-2-yl-1H-pyrazole-3-carboxylic acid ethyl ester), C(C)OC(C(C(C)C#N)=O)=O (3-cyano-3-methyl-2-oxopropanoic acid ethyl ester), NC1N=C(C2=C(NC1=O)C=CC=C2)C2=CC=CC=C2 (3-Amino-5-phenyl-1,3-dihydro-benzo[e][1,4]diazepin-2-one). Product: O=C1C(N=C(C2=C(N1)C=CC=C2)C2=CC=CC=C2)NC(=O)C2=NN(C(=C2C)NC(C2=C(C=CC=C2)Cl)=O)C2=NC=CC=C2 (4-methyl-5-(2-chloro-benzoylamino)-1-(pyridine-2-yl)-pyrazole-3-carboxylic acid (2-oxo-5-phenyl-2,3-dihydro-1H-benzo[e][1,4]diazepin-3-yl)amide). Reaction SMILES: N1[CH:5]=[CH:4][CH:3]=N1.C(O[C:9]([C:11]1[C:15]([CH3:16])=[C:14]([NH2:17])[N:13]([C:18]2[CH:23]=[CH:22][CH:21]=[CH:20][N:19]=2)[N:12]=1)=[O:10])C.C(OC(=O)[C:28](=[O:33])[CH:29]([C:31]#N)[CH3:30])C.[ClH:35].Cl.N(C1C=CC=CN=1)N.NC1N(C(OC(C)(C)C)=O)N=C(C(OC)=O)C=1.[NH2:62][CH:63]1[C:69](=[O:70])[NH:68][C:67]2[CH:71]=[CH:72][CH:73]=[CH:74][C:66]=2[C:65]([C:75]2[CH:80]=[CH:79][CH:78]=[CH:77][CH:76]=2)=[N:64]1>>[O:70]=[C:69]1[NH:68][C:67]2[CH:71]=[CH:72][CH:73]=[CH:74][C:66]=2[C:65]([C:75]2[CH:76]=[CH:77][CH:78]=[CH:79][CH:80]=2)=[N:64][CH:63]1[NH:62][C:9]([C:11]1[C:15]([CH3:16])=[C:14]([NH:17][C:28](=[O:33])[C:29]2[CH:31]=[CH:5][CH:4]=[CH:3][C:30]=2[Cl:35])[N:13]([C:18]2[CH:23]=[CH:22][CH:21]=[CH:20][N:19]=2)[N:12]=1)=[O:10] |f:3.4.5|. Procedure: The pyrazole acid, prepared as described in Procedure 8 using 5-amino-4-methyl-1-pyridin-2-yl-1H-pyrazole-3-carboxylic acid ethyl ester (prepared as described in Procedure 41 using 3-cyano-3-methyl-2-oxopropanoic acid ethyl ester (U.S. Pat. No. 4,652,669) and 2-hydrazinopyridine dihydrochloride (Aldrich, H1,710-4)) in place of compound 20, was coupled to 3-amino-5-phenyl-1,3-dihydro-benzo[e][1,4]diazepin-2-one (prepared as described in Procedure 20) using the method of Procedure 10. Starting materials: Cl (hydrochloric acid), CC(C(=O)Cl)CCCCCC ((+)-2-methyl octanoyl chloride), [Cl-].[Al+3].[Cl-].[Cl-] (aluminum chloride), C1(=CC=CC=C1)C1=CC=CC=C1.C1(=CC=CC=C1)C1=CC=CC=C1.CC(C(=O)O)CCCCCC ((+)-biphenyl 2-methyloctanoate biphenyl). Run in [N+](=O)([O-])C1=CC=CC=C1 (nitrobenzene), [N+](=O)([O-])C1=CC=CC=C1 (nitrobenzene). Yields the product CC(C(=O)C1=CC=C(C=C1)C1=CC=CC=C1)CCCCCC.CC(C(=O)[O-])CCCCCC ((+)-4-(2-methyloctanoyl) biphenyl 2-methyloctanoate). Yield: 49.0%. Reaction SMILES: [CH3:1][CH:2]([CH2:6][CH2:7][CH2:8][CH2:9][CH2:10][CH3:11])[C:3](Cl)=[O:4].[Cl-].[Al+3].[Cl-].[Cl-].[C:16]1([C:22]2[CH:27]=[CH:26][CH:25]=[CH:24][CH:23]=2)[CH:21]=[CH:20][CH:19]=[CH:18][CH:17]=1.C1(C2C=CC=CC=2)C=CC=CC=1.[CH3:40][CH:41]([CH2:45][CH2:46][CH2:47][CH2:48][CH2:49][CH3:50])[C:42]([OH:44])=[O:43].Cl>[N+](C1C=CC=CC=1)([O-])=O>[CH3:1][CH:2]([CH2:6][CH2:7][CH2:8][CH2:9][CH2:10][CH3:11])[C:3]([C:25]1[CH:26]=[CH:27][C:22]([C:16]2[CH:21]=[CH:20][CH:19]=[CH:18][CH:17]=2)=[CH:23][CH:24]=1)=[O:4].[CH3:40][CH:41]([CH2:45][CH2:46][CH2:47][CH2:48][CH2:49][CH3:50])[C:42]([O-:44])=[O:43] |f:1.2.3.4,5.6.7,10.11|. Procedure details: Next, 2.02 g (11.4 mmol) of the above (+)-2-methyl octanoyl chloride and 3 ml of nitrobenzene were cooled to 0° C. in a flask and added with 3.06 g (22.9 mmol) of anhydrous aluminum chloride with stirring, which were stirred at room temperature for 30 minutes. Thereafter, 2.89 g (7 mmol) of (+)-biphenyl-2-methyloctanoate biphenyl dissolved in 3 ml of nitrobenzene was added thereto, which was reacted by stirring at room temperature for 140 hours. After the completion of the reaction, 2 normal hyd... Starting materials: O=C([O-])[O-], CN(C)C=O, O=[N+]([O-])c1ccc(Cl)nc1, [K+], [K+], Cc1ccc(NC(=O)c2cccc(C(F)(F)F)c2)cc1O. Product: Cc1ccc(NC(=O)c2cccc(C(F)(F)F)c2)cc1Oc1ccc([N+](=O)[O-])cn1. RXN SMILES: [C:32](=[O:33])([O-:34])[O-:35].[CH3:38][N:39]([CH3:40])[CH:41]=[O:42].[Cl:22][c:23]1[n:24][cH:25][c:26]([N+:29](=[O:30])[O-:31])[cH:27][cH:28]1.[K+:36].[K+:37].[OH:1][c:2]1[cH:3][c:4]([NH:9][C:10]([c:11]2[cH:12][c:13]([C:17]([F:18])([F:19])[F:20])[cH:14][cH:15][cH:16]2)=[O:21])[cH:5][cH:6][c:7]1[CH3:8]>>[O:1]([c:2]1[cH:3][c:4]([NH:9][C:10]([c:11]2[cH:12][c:13]([C:17]([F:18])([F:19])[F:20])[cH:14][cH:15][cH:16]2)=[O:21])[cH:5][cH:6][c:7]1[CH3:8])[c:23]1[n:24][cH:25][c:26]([N+:29](=[O:30])[O-:31])[cH:27][cH:28]1. The product is CC(C)(C)OC(=O)CN1C(=O)C(NC(CCC2CCCCC2)C(=O)OCc2ccccc2)COc2ccccc21. Reaction SMILES: [Br:34][CH2:35][c:36]1[cH:37][cH:38][cH:39][cH:40][cH:41]1.[C:1](=[O:2])([OH:3])[CH:4]([CH2:5][CH2:6][CH:7]1[CH2:8][CH2:9][CH2:10][CH2:11][CH2:12]1)[NH:13][CH:14]1[CH2:15][O:16][c:17]2[c:18]([cH:30][cH:31][cH:32][cH:33]2)[N:19]([CH2:22][C:23](=[O:24])[O:25][C:26]([CH3:27])([CH3:28])[CH3:29])[C:20]1=[O:21].[C:42](=[O:43])([OH:44])[O-:45].[CH3:49][N:50]([CH3:51])[CH:52]=[O:53].[I-:48].[K+:47].[Na+:46].[OH2:54]>>[C:1]([O:2][CH2:35][c:36]1[cH:37][cH:38][cH:39][cH:40][cH:41]1)(=[O:3])[CH:4]([CH2:5][CH2:6][CH:7]1[CH2:8][CH2:9][CH2:10][CH2:11][CH2:12]1)[NH:13][CH:14]1[CH2:15][O:16][c:17]2[c:18]([cH:30][cH:31][cH:32][cH:33]2)[N:19]([CH2:22][C:23](=[O:24])[O:25][C:26]([CH3:27])([CH3:28])[CH3:29])[C:20]1=[O:21]. Starting materials: BrCc1ccccc1, CC(C)(C)OC(=O)CN1C(=O)C(NC(CCC2CCCCC2)C(=O)O)COc2ccccc21, O=C([O-])O, CN(C)C=O, [I-], [K+], [Na+], O.